Dataset: the Open Reaction Database (ORD), a public repository of structured organic reaction records. Task: describe an organic reaction: reactants, conditions, products, and yield The reactants are CCCCC(C=O)CC, C=C(CC)C(=O)CCC. The product is CCCC=C(C=O)CC. As a reaction SMILES: [CH2:10]([CH3:11])[CH:12]([CH:13]=[O:14])[CH2:15][CH2:16][CH2:17][CH3:18].[CH2:1]([C:2](=[CH2:3])[C:4]([CH2:5][CH2:6][CH3:7])=[O:8])[CH3:9]>>[CH2:10]([CH3:11])[C:12]([CH:13]=[O:14])=[CH:15][CH2:16][CH2:17][CH3:18]. Reactants: CC(C)(C)[Si](C)(C)N1C(=O)CC1CI, [Li]CCCC, C1CCOC1, CSC(SC)SC. Product: CSC(CC1CC(=O)N1[Si](C)(C)C(C)(C)C)(SC)SC. As a reaction SMILES: [C:13]([CH3:14])([CH3:15])([CH3:16])[Si:17]([N:18]1[C:19](=[O:24])[CH2:20][CH:21]1[CH2:22][I:23])([CH3:25])[CH3:26].[CH2:1]([Li:2])[CH2:3][CH2:4][CH3:5].[CH2:27]1[O:28][CH2:29][CH2:30][CH2:31]1.[CH3:6][S:7][CH:8]([S:9][CH3:10])[S:11][CH3:12]>>[CH3:6][S:7][C:8]([S:9][CH3:10])([S:11][CH3:12])[CH2:22][CH:21]1[N:18]([Si:17]([C:13]([CH3:14])([CH3:15])[CH3:16])([CH3:25])[CH3:26])[C:19](=[O:24])[CH2:20]1.